This data is from the Open Reaction Database (ORD), a public repository of structured organic reaction records. The task is: describe an organic reaction: reactants, conditions, products, and yield Reactants: ClC1=CC=C(CC2NCCC(C2)C(=O)OC)C=C1 (methyl 2-(4-chlorobenzyl)piperidine-4-carboxylate), CCN(C(C)C)C(C)C (DIPEA), ClC(=O)OC (methyl chloroformate). Solvent: C(Cl)Cl (DCM), C(Cl)Cl (DCM). Reaction conditions: time 16 hour. Product: ClC1=CC=C(CC2N(CCC(C2)C(=O)OC)C(=O)OC)C=C1 (dimethyl 2-(4-chlorobenzyl)piperidine-1,4-dicarboxylate). The yield is 110.2%. RXN SMILES: [Cl:1][C:2]1[CH:18]=[CH:17][C:5]([CH2:6][CH:7]2[CH2:12][CH:11]([C:13]([O:15][CH3:16])=[O:14])[CH2:10][CH2:9][NH:8]2)=[CH:4][CH:3]=1.CCN(C(C)C)C(C)C.Cl[C:29]([O:31][CH3:32])=[O:30]>C(Cl)Cl>[Cl:1][C:2]1[CH:3]=[CH:4][C:5]([CH2:6][CH:7]2[CH2:12][CH:11]([C:13]([O:15][CH3:16])=[O:14])[CH2:10][CH2:9][N:8]2[C:29]([O:31][CH3:32])=[O:30])=[CH:17][CH:18]=1. Procedure details: To a solution of methyl 2-(4-chlorobenzyl)piperidine-4-carboxylate (3.72 g, 13.2 mmol) and DIPEA (4.85 mL, 27.78 mmol) in DCM (100 mL) was added methyl chloroformate (1.431 mL, 18.48 mmol) in DCM (50 mL) over 30 minutes. The reaction solution was stirred overnight (16 h). The organic phase was washed with satd NaHCO3, dried using a phase separator and evaporated to yield dimethyl 2-(4-chlorobenzyl)piperidine-1,4-dicarboxylate (4.74 g, 110%) as a yellow oil. MS m/z 326, 328 (M+H)+ Solvent: C(C)#N (acetonitrile), CC1=CC=CC=C1 (methylbenzene). Starting materials: C1NCCC2=C1SC1=C2C=CC=C1 (1,2,3,4-tetrahydro-[1]benzothieno[2,3-c]pyridine), C(=O)([O-])[O-].[Na+].[Na+] (Na2CO3), ClCCCC#N (4-chlorobutanenitrile). Reaction SMILES: [CH2:1]1[C:6]2[S:7][C:8]3[CH:13]=[CH:12][CH:11]=[CH:10][C:9]=3[C:5]=2[CH2:4][CH2:3][NH:2]1.C([O-])([O-])=O.[Na+].[Na+].Cl[CH2:21][CH2:22][CH2:23][C:24]#[N:25]>C(#N)C.CC1C=CC=CC=1>[CH2:1]1[C:6]2[S:7][C:8]3[CH:13]=[CH:12][CH:11]=[CH:10][C:9]=3[C:5]=2[CH2:4][CH2:3][N:2]1[CH2:21][CH2:22][CH2:23][C:24]#[N:25] |f:1.2.3|. Yield: 101.4%. Yields the product C1N(CCC2=C1SC1=C2C=CC=C1)CCCC#N (3,4-dihydrobenzothieno[2,3-c]-pyridine-2(1H)-butanenitrile). Reported procedure: A mixture of 1,2,3,4-tetrahydro-[1]benzothieno[2,3-c]pyridine (0.02 mol), Na2CO3 (5 g), KI (0.1 g) and 4-chlorobutanenitrile (0.025 mol) in acetonitrile (50 ml) and methylbenzene (150 ml) was stirred and refluxed overnight, then cooled, filtered and the filtrate was evaporated. The residue (oil) was purified by column chromatography over silica gel (eluent: CH2Cl2/CH3OH 98/2). The pure fractions were collected and the solvent was evaporated, yielding 5.2 g of 3,4-dihydrobenzothieno[2,3-c]-pyridi... The reactants are CC(=O)O, COc1cccc2c1CCC(=O)C2, ClCCl, NCc1ccccc1, [Na+], O=C([O-])O, O. The product is COc1cccc2c1CCC(NCc1ccccc1)C2. Reaction SMILES: [C:22]([OH:23])(=[O:24])[CH3:25].[CH3:1][O:2][c:3]1[c:4]2[c:9]([cH:10][cH:11][cH:12]1)[CH2:8][C:7](=[O:13])[CH2:6][CH2:5]2.[Cl:31][CH2:32][Cl:33].[NH2:14][CH2:15][c:16]1[cH:17][cH:18][cH:19][cH:20][cH:21]1.[Na+:30].[O-:26][C:27]([OH:28])=[O:29].[OH2:34]>>[CH3:1][O:2][c:3]1[c:4]2[c:9]([cH:10][cH:11][cH:12]1)[CH2:8][CH:7]([NH:14][CH2:15][c:16]1[cH:17][cH:18][cH:19][cH:20][cH:21]1)[CH2:6][CH2:5]2. Reactants: CCOC(COc1ccc(Oc2ccccc2)cc1)OCC, Cl, C1CCOC1. The product is O=CCOc1ccc(Oc2ccccc2)cc1. Reaction SMILES: [CH2:2]([O:4][CH:5]([O:3][CH2:21][CH3:22])[CH2:6][O:7][c:8]1[cH:9][cH:10][c:11]([O:14][c:15]2[cH:16][cH:17][cH:18][cH:19][cH:20]2)[cH:12][cH:13]1)[CH3:23].[ClH:1].[O:24]1[CH2:25][CH2:26][CH2:27][CH2:28]1>>[O:4]=[CH:5][CH2:6][O:7][c:8]1[cH:9][cH:10][c:11]([O:14][c:15]2[cH:16][cH:17][cH:18][cH:19][cH:20]2)[cH:12][cH:13]1.